This data is from the Open Reaction Database (ORD), a public repository of structured organic reaction records. The task is: describe an organic reaction: reactants, conditions, products, and yield Starting materials: ClC=1C(=C2C=CC(=NC2=CC1)N1CCC(CC1)C#N)NC(CC1CCCCC1)=O (N-[6-Chloro-2-(4-cyano-1-piperidinyl)-5-quinolinyl]-cyclohexaneacetamide), NO (hydroxylamine). Run in C(C)O (ethanol). Product: NC(C1CCN(CC1)C1=NC2=CC=C(C(=C2C=C1)NC(CC1CCCCC1)=O)Cl)=NO (N-[2-[4-[Amino(hydroxyimino)methyl]-1-piperidinyl]-6-chloro-5-quinolinyl]-cyclohexaneacetamide). RXN SMILES: [Cl:1][C:2]1[C:3]([NH:20][C:21](=[O:29])[CH2:22][CH:23]2[CH2:28][CH2:27][CH2:26][CH2:25][CH2:24]2)=[C:4]2[C:9](=[CH:10][CH:11]=1)[N:8]=[C:7]([N:12]1[CH2:17][CH2:16][CH:15]([C:18]#[N:19])[CH2:14][CH2:13]1)[CH:6]=[CH:5]2.[NH2:30][OH:31]>C(O)C>[NH2:19][C:18](=[N:30][OH:31])[CH:15]1[CH2:14][CH2:13][N:12]([C:7]2[CH:6]=[CH:5][C:4]3[C:9](=[CH:10][CH:11]=[C:2]([Cl:1])[C:3]=3[NH:20][C:21](=[O:29])[CH2:22][CH:23]3[CH2:28][CH2:27][CH2:26][CH2:25][CH2:24]3)[N:8]=2)[CH2:17][CH2:16]1. Reported procedure: N-[6-Chloro-2-(4-cyano-1-piperidinyl)-5-quinolinyl]-cyclohexaneacetamide (Example 113) (0.2 g), hydroxylamine (50% w/v in H2O) (0.23 mL) and ethanol (2.5 mL) were heated within a microwave in a sealed 10 mL vial at 90° C. for 100 minutes. The reaction was cooled to room temperature and the resulting precipitate was filtered and washed with ethanol to afford the subtitle compound as a solid (0.18 g). The reactants are OC1=C2CCCC(C2=CC=C1)=O (5-hydroxy-1-oxotetraline), ClCCCN1CCN(CC1)C1=C(C=CC=C1)C (1-(3-chloropropyl)-4 -(2-methylphenyl)-piperazine), Cl (hydrochloride). Yield: 73.4%. Procedure: from 5-hydroxy-1-oxotetraline and 1-(3-chloropropyl)-4 -(2-methylphenyl)-piperazine; yield 73.4% of theory; m.p. of the hydrochloride (recrystallized from water) 243°-245°C; RXN SMILES: [OH:1][C:2]1[CH:11]=[CH:10][CH:9]=[C:8]2[C:3]=1[CH2:4][CH2:5][CH2:6][C:7]2=[O:12].Cl[CH2:14][CH2:15][CH2:16][N:17]1[CH2:22][CH2:21][N:20]([C:23]2[CH:28]=[CH:27][CH:26]=[CH:25][C:24]=2[CH3:29])[CH2:19][CH2:18]1.Cl>>[CH3:29][C:24]1[CH:25]=[CH:26][CH:27]=[CH:28][C:23]=1[N:20]1[CH2:19][CH2:18][N:17]([CH2:16][CH2:15][CH2:14][O:1][C:2]2[CH:11]=[CH:10][CH:9]=[C:8]3[C:3]=2[CH2:4][CH2:5][CH2:6][C:7]3=[O:12])[CH2:22][CH2:21]1. Product: CC1=C(C=CC=C1)N1CCN(CC1)CCCOC1=C2CCCC(C2=CC=C1)=O (5-{3-[4-(2-methylphenyl)-1-piperazinyl]-propoxy}-3,4-dihydro-2H-naphthalene-1-one).